This data is from the Open Reaction Database (ORD), a public repository of structured organic reaction records. The task is: describe an organic reaction: reactants, conditions, products, and yield Starting materials: S1C2=C(C(=C1)C1=CC=C(OCC3OC3)C=C1)C=CC=C2 (2-(4-benzo[b]thiophen-3-yl-phenoxymethyl)-oxirane), NC1CCC2=CC=CC=C12 (1-aminoindane). The solvent is C(C)O (ethanol). Yields the product S1C2=C(C(=C1)C1=CC=C(OC[C@@H](CNC3CCC4=CC=CC=C34)O)C=C1)C=CC=C2 ((R)-1-(4-benzo[b]thiophen-3-yl-phenoxy)-3-(indan-1-ylamino)-propan-2-ol). Reaction SMILES: [S:1]1[CH:5]=[C:4]([C:6]2[CH:16]=[CH:15][C:9]([O:10][CH2:11][CH:12]3[CH2:14][O:13]3)=[CH:8][CH:7]=2)[C:3]2[CH:17]=[CH:18][CH:19]=[CH:20][C:2]1=2.[NH2:21][CH:22]1[C:30]2[C:25](=[CH:26][CH:27]=[CH:28][CH:29]=2)[CH2:24][CH2:23]1>C(O)C>[S:1]1[CH:5]=[C:4]([C:6]2[CH:16]=[CH:15][C:9]([O:10][CH2:11][C@H:12]([OH:13])[CH2:14][NH:21][CH:22]3[C:30]4[C:25](=[CH:26][CH:27]=[CH:28][CH:29]=4)[CH2:24][CH2:23]3)=[CH:8][CH:7]=2)[C:3]2[CH:17]=[CH:18][CH:19]=[CH:20][C:2]1=2. Procedure: The title compound is prepared from a mixture of 2-(4-benzo[b]thiophen-3-yl-phenoxymethyl)-oxirane, 1-aminoindane and ethanol essentially as described above in Example 96. Purity by LC/MS=100%, [M+H]+=416. Starting materials: CN, CN(C)C=O, CO, CON=C(C(=O)OC)c1ccccc1COc1nc(-c2ccccn2)sc1C, O. Yields the product CNC(=O)C(=NOC)c1ccccc1COc1nc(-c2ccccn2)sc1C. RXN SMILES: [CH3:1][NH2:2].[CH3:31][N:32]([CH3:33])[CH:34]=[O:35].[CH3:36][OH:37].[CH3:3][O:4][N:5]=[C:6]([C:7]([O:9][CH3:8])=[O:10])[c:11]1[c:12]([CH2:17][O:18][c:19]2[n:20][c:21](-[c:25]3[n:26][cH:27][cH:28][cH:29][cH:30]3)[s:22][c:23]2[CH3:24])[cH:13][cH:14][cH:15][cH:16]1.[OH2:38]>>[CH3:1][NH:2][C:7]([C:6](=[N:5][O:4][CH3:3])[c:11]1[c:12]([CH2:17][O:18][c:19]2[n:20][c:21](-[c:25]3[n:26][cH:27][cH:28][cH:29][cH:30]3)[s:22][c:23]2[CH3:24])[cH:13][cH:14][cH:15][cH:16]1)=[O:9]. The reactants are N[C@@H](CC(C)C)C(=O)N[C@@H](CC1=CNC2=CC=CC=C12)C(=O)OC.Cl ((L)-Leu-(L)-TrpOMe.HCl), CN1CCOCC1 (4-methylmorpholine), C(C)OCC (ethyl ether). Run at time 24 hour. The product is N1([C@H](C(=O)N[C@@H](CC(C)C)C(=O)N[C@@H](CC2=CNC3=CC=CC=C23)C(=O)OC)CCC1)C.Cl (N-Me-(L)-Pro(L)-Leu-(L)-TrpOMe.HCl). Reaction SMILES: [NH2:1][C@H:2]([C:7]([NH:9][C@H:10]([C:21]([O:23][CH3:24])=[O:22])[CH2:11][C:12]1[C:20]2[C:15](=[CH:16][CH:17]=[CH:18][CH:19]=2)[NH:14][CH:13]=1)=[O:8])[CH2:3][CH:4]([CH3:6])[CH3:5].[ClH:25].[CH3:26][N:27]1[CH2:32][CH2:31][O:30][CH2:29][CH2:28]1.[CH2:33](OCC)C>>[N:27]1([CH3:26])[CH2:32][CH2:31][CH2:33][C@H:28]1[C:29]([NH:1][C@H:2]([C:7]([NH:9][C@H:10]([C:21]([O:23][CH3:24])=[O:22])[CH2:11][C:12]1[C:20]2[C:15](=[CH:16][CH:17]=[CH:18][CH:19]=2)[NH:14][CH:13]=1)=[O:8])[CH2:3][CH:4]([CH3:6])[CH3:5])=[O:30].[ClH:25] |f:0.1,4.5|. Procedure details: A suspension of 1.0 g (7.74 mmoles) of N-Me-(L)-Pro,OH (Sigma) in 60 ml of dry methylene chloride (CH2Cl2) was brought, in an argon atmosphere, to the temperature of an ice and salt bath. The following were then added in succession: 1.250 g (7.74 mmoles) of commercial 1-hydroxybenzotriazole (HOBt) and 1.600 g (7.75 mmoles) of N,N'-dicyclohexylcarbodiimmide (DCC), leaving the system under stirring and maintaining control of the temperature for a further 30 minutes. To the reaction mixture was the... Reactants: CN(C(OC(C)(C)C)=O)C1=C(C=CC(=C1)OC1=CC=C(C=C1)C=1N=NN(N1)C(C1=CC=CC=C1)(C1=CC=CC=C1)C1=CC=CC=C1)[N+](=O)[O-] (t-butyl N-methyl-N-{2-nitro-5-[4-(2-triphenylmethyltetrazol-5-yl)phenoxy]phenyl}carbamate). Reagents/catalysts: [Pd] (palladium on carbon). Run in C(C)(=O)OCC (ethyl acetate). Product: CN(C(OC(C)(C)C)=O)C1=C(C=CC(=C1)OC1=CC=C(C=C1)C=1N=NN(N1)C(C1=CC=CC=C1)(C1=CC=CC=C1)C1=CC=CC=C1)N (t-Butyl N-methyl-N-{2-amino-5-[4-(2-triphenylmethyltetrazol-5-yl)phenoxy]phenyl}carbamate). Yield: 74.9%. Reaction SMILES: [CH3:1][N:2]([C:10]1[CH:15]=[C:14]([O:16][C:17]2[CH:22]=[CH:21][C:20]([C:23]3[N:24]=[N:25][N:26]([C:28]([C:41]4[CH:46]=[CH:45][CH:44]=[CH:43][CH:42]=4)([C:35]4[CH:40]=[CH:39][CH:38]=[CH:37][CH:36]=4)[C:29]4[CH:34]=[CH:33][CH:32]=[CH:31][CH:30]=4)[N:27]=3)=[CH:19][CH:18]=2)[CH:13]=[CH:12][C:11]=1[N+:47]([O-])=O)[C:3](=[O:9])[O:4][C:5]([CH3:8])([CH3:7])[CH3:6]>[Pd].C(OCC)(=O)C>[CH3:1][N:2]([C:10]1[CH:15]=[C:14]([O:16][C:17]2[CH:22]=[CH:21][C:20]([C:23]3[N:24]=[N:25][N:26]([C:28]([C:29]4[CH:30]=[CH:31][CH:32]=[CH:33][CH:34]=4)([C:41]4[CH:42]=[CH:43][CH:44]=[CH:45][CH:46]=4)[C:35]4[CH:40]=[CH:39][CH:38]=[CH:37][CH:36]=4)[N:27]=3)=[CH:19][CH:18]=2)[CH:13]=[CH:12][C:11]=1[NH2:47])[C:3](=[O:9])[O:4][C:5]([CH3:8])([CH3:6])[CH3:7]. Procedure details: In a similar manner to that described in Reference Example 7, a reaction was carried out using t-butyl N-methyl-N-{2-nitro-5-[4-(2-triphenylmethyltetrazol-5-yl)phenoxy]phenyl}carbamate (0.98 g), palladium on carbon (10%, 0.13 g) and ethyl acetate (100 ml) and the reaction mixture was purified to give the title compound (0.70 g). Starting materials: FC(F)(F)c1cc(CBr)ccc1CC1CCCCC1, O=C([O-])[O-], [Cs+], [Cs+], CN(C)C=O, CCOC(=O)CC1CCc2c1[nH]c1ccc(O)cc21. Yields the product CCOC(=O)CC1CCc2c1[nH]c1ccc(OCc3ccc(CC4CCCCC4)c(C(F)(F)F)c3)cc21. Reaction SMILES: [Br:26][CH2:27][c:28]1[cH:29][c:30]([C:41]([F:42])([F:43])[F:44])[c:31]([CH2:34][CH:35]2[CH2:36][CH2:37][CH2:38][CH2:39][CH2:40]2)[cH:32][cH:33]1.[C:20](=[O:21])([O-:22])[O-:23].[Cs+:24].[Cs+:25].[O:45]=[CH:46][N:47]([CH3:48])[CH3:49].[OH:1][c:2]1[cH:3][c:4]2[c:5]3[c:6]([nH:7][c:8]2[cH:9][cH:10]1)[CH:11]([CH2:14][C:15](=[O:16])[O:17][CH2:18][CH3:19])[CH2:12][CH2:13]3>>[O:1]([c:2]1[cH:3][c:4]2[c:5]3[c:6]([nH:7][c:8]2[cH:9][cH:10]1)[CH:11]([CH2:14][C:15](=[O:16])[O:17][CH2:18][CH3:19])[CH2:12][CH2:13]3)[CH2:27][c:28]1[cH:29][c:30]([C:41]([F:42])([F:43])[F:44])[c:31]([CH2:34][CH:35]2[CH2:36][CH2:37][CH2:38][CH2:39][CH2:40]2)[cH:32][cH:33]1. Reactants: BrC=1C=C2C(C(NC(C2=CC1)=O)=O)=COC (6-bromo-4-(methoxymethylene)-isoquinoline-1,3(2H,4H)-dione), CN(C=O)C (dimethylformamide), N1(CCNCC1)CCN (2-(piperazin-1-yl)ethanamine). Solvent: CCOCC (ether). Run at time 1 hour. Yields the product BrC=1C=C2/C(/C(NC(C2=CC1)=O)=O)=C/NCCN1CCNCC1 ((Z)-6-Bromo-4-((2-(piperazin-1-yl)ethylamino)methylene)isoquinoline-1,3(2H,4H)-dione). The yield is 70.0%. RXN SMILES: [Br:1][C:2]1[CH:3]=[C:4]2[C:9](=[CH:10][CH:11]=1)[C:8](=[O:12])[NH:7][C:6](=[O:13])[C:5]2=[CH:14]OC.CN(C)C=O.[N:22]1([CH2:28][CH2:29][NH2:30])[CH2:27][CH2:26][NH:25][CH2:24][CH2:23]1>CCOCC>[Br:1][C:2]1[CH:3]=[C:4]2[C:9](=[CH:10][CH:11]=1)[C:8](=[O:12])[NH:7][C:6](=[O:13])/[C:5]/2=[CH:14]\[NH:30][CH2:29][CH2:28][N:22]1[CH2:27][CH2:26][NH:25][CH2:24][CH2:23]1. Reported procedure: A mixture of 6-bromo-4-(methoxymethylene)-isoquinoline-1,3(2H,4H)-dione (70.5 mg, 0.25 mmole), dimethylformamide (2 mL) and 2-(piperazin-1-yl)ethanamine (32.3 mg, 0.25 mmole) is stirred at room temperature for one hour. The reaction mixture is diluted with ether, filtered and washed with fresh ether and dried to give a light brown solid, 66.6 mg, (70% yield) MS (ES+): 379.2, (M+H). Reactants: C(C)C1=NC=CC=C1 (2-ethylpyridine), PbO2, O (water), S(O)(O)(=O)=O (sulfuric acid), S(=O)(=O)([O-])[O-].[Na+].[Na+] (sodium sulfate). Product: N1=C(C=CC=C1)C(=O)O (picolinic acid). Yield: 30.0%. Reaction SMILES: [CH2:1]([C:3]1[CH:8]=[CH:7][CH:6]=[CH:5][N:4]=1)C.S(=O)(=O)(O)[OH:10].S([O-])([O-])(=O)=O.[Na+].[Na+].[OH2:21]>>[N:4]1[CH:5]=[CH:6][CH:7]=[CH:8][C:3]=1[C:1]([OH:10])=[O:21] |f:2.3.4|. Procedure: The anolyte consisted of the following weight ratios of materials: 2-ethylpyridine (1.0), sulfuric acid (1.5), sodium sulfate (0.1), and water (3.5). The catholyte was 10 wt% sufluric acid. A flow cell as in Example 1 was used having a cation-exchange membrane and a PbO2 packed-bed anode. Charge was passed (6 F/mole) at 25 mA/cm2 current density. The anolyte was worked up as before and gave a 30% yield of picolinic acid and a 40% yield of 2-acetylpyridine. Passing more charge through the anolyte... Reactants: C(C)OC(CC1(OC2=C(O1)C=CC(=C2)Cl)C2=CC=CC=C2)=O (ethyl(2-phenyl-5-chloro-1,3-benzodioxol-2-yl)acetate), [OH-].[Na+] (NaOH). Solvent: C(C)O (ethanol). Product: C1(=CC=CC=C1)C1(OC2=C(O1)C=CC(=C2)Cl)CC(=O)O ((2-phenyl-5-chloro-1,3-benzodioxol-2-yl) acetic acid). As a reaction SMILES: C([O:3][C:4](=[O:22])[CH2:5][C:6]1([C:16]2[CH:21]=[CH:20][CH:19]=[CH:18][CH:17]=2)[O:10][C:9]2[CH:11]=[CH:12][C:13]([Cl:15])=[CH:14][C:8]=2[O:7]1)C.[OH-].[Na+]>C(O)C>[C:16]1([C:6]2([CH2:5][C:4]([OH:22])=[O:3])[O:10][C:9]3[CH:11]=[CH:12][C:13]([Cl:15])=[CH:14][C:8]=3[O:7]2)[CH:17]=[CH:18][CH:19]=[CH:20][CH:21]=1 |f:1.2|. Reported procedure: A mixture of 32 g. of ethyl(2-phenyl-5-chloro-1,3-benzodioxol-2-yl)acetate, 200 cc. of 95% ethanol and 150 cc. of 4% NaOH is refluxed for 2 hours. The alcohol is then removed under vacuum and, after cooling, the mixture is acidified with dilute HCl. The precipitated solid is filtered off and recrystallised from benzene-hexane, m.p. 117°-119°C. Starting materials: C[N+]1(CCOCC1)[O-] (NMO), CC(CC=1N=C(N(C1)C(C1=CC=CC=C1)(C1=CC=CC=C1)C1=CC=CC=C1)CC(C(F)F)(O)C1=CC=C(C=C1)C1=NC=C(C=C1)F)(C=C)C (3-[4-(2,2-dimethylbut-3-en-1-yl)-1-trityl-1H-imidazol-2-yl]-1,1-difluoro-2-[4-(5-fluoropyridin-2-yl)phenyl]propan-2-ol), CC(=O)C.O (acetone water). The reagents and catalysts are [Os](=O)(=O)(=O)=O (osmium tetroxide). Reaction conditions: time 8 hour. Yields the product FC(C(CC=1N(C=C(N1)CC(C(CO)O)(C)C)C(C1=CC=CC=C1)(C1=CC=CC=C1)C1=CC=CC=C1)(O)C1=CC=C(C=C1)C1=NC=C(C=C1)F)F (4-(2-{3,3-difluoro-2-[4-(5-fluoropyridin-2-yl)phenyl]-2-hydroxypropyl}-1-trityl-1H-imidazol-4-yl)-3,3-dimethylbutane-1,2-diol). RXN SMILES: C[N+]1([O-])CC[O:5]CC1.[CH3:9][C:10]([CH3:57])([CH:55]=[CH2:56])[CH2:11][C:12]1[N:13]=[C:14]([CH2:36][C:37]([C:42]2[CH:47]=[CH:46][C:45]([C:48]3[CH:53]=[CH:52][C:51]([F:54])=[CH:50][N:49]=3)=[CH:44][CH:43]=2)([OH:41])[CH:38]([F:40])[F:39])[N:15]([C:17]([C:30]2[CH:35]=[CH:34][CH:33]=[CH:32][CH:31]=2)([C:24]2[CH:29]=[CH:28][CH:27]=[CH:26][CH:25]=2)[C:18]2[CH:23]=[CH:22][CH:21]=[CH:20][CH:19]=2)[CH:16]=1.CC(C)=O.[OH2:62]>[Os](=O)(=O)(=O)=O>[F:39][CH:38]([F:40])[C:37]([C:42]1[CH:43]=[CH:44][C:45]([C:48]2[CH:53]=[CH:52][C:51]([F:54])=[CH:50][N:49]=2)=[CH:46][CH:47]=1)([OH:41])[CH2:36][C:14]1[N:15]([C:17]([C:30]2[CH:35]=[CH:34][CH:33]=[CH:32][CH:31]=2)([C:24]2[CH:25]=[CH:26][CH:27]=[CH:28][CH:29]=2)[C:18]2[CH:19]=[CH:20][CH:21]=[CH:22][CH:23]=2)[CH:16]=[C:12]([CH2:11][C:10]([CH3:57])([CH3:9])[CH:55]([OH:5])[CH2:56][OH:62])[N:13]=1 |f:2.3|. Reported procedure: NMO (214 mg, 1.8 mmol) followed by osmium tetroxide (2.5 wt % in n-butanol) (cat.) were added to a solution of 3-[4-(2,2-dimethylbut-3-en-1-yl)-1-trityl-1H-imidazol-2-yl]-1,1-difluoro-2-[4-(5-fluoropyridin-2-yl)phenyl]propan-2-ol (600 mg, 0.91 mmol) in acetone/water (2:1) (12 mL). After stirring at ambient temperature overnight, the reaction mixture was quenched with saturated aqueous sodium thiosulfate and extracted with ethyl acetate. The combined organic extracts were dried (magnesium sulfate...